Dataset: the Open Reaction Database (ORD), a public repository of structured organic reaction records. Task: describe an organic reaction: reactants, conditions, products, and yield The reactants are CC(NC(=O)OC(C)(C)C)C(=O)O, CC(C)COC(=O)Cl, CN1CCOCC1, COC(=O)C(C)NCc1ccc(F)cc1, C1CCOC1. Yields the product COC(=O)C(C)N(Cc1ccc(F)cc1)C(=O)C(C)NC(=O)OC(C)(C)C. Reaction SMILES: [C:1]([CH3:2])([CH3:3])([CH3:4])[O:5][C:6](=[O:7])[NH:8][CH:9]([C:10](=[O:11])[OH:12])[CH3:13].[CH2:21]([O:22][C:23]([Cl:24])=[O:25])[CH:26]([CH3:27])[CH3:28].[CH3:14][N:15]1[CH2:16][CH2:17][O:18][CH2:19][CH2:20]1.[CH3:29][O:30][C:31]([CH:32]([CH3:33])[NH:34][CH2:35][c:36]1[cH:37][cH:38][c:39]([F:42])[cH:40][cH:41]1)=[O:43].[O:44]1[CH2:45][CH2:46][CH2:47][CH2:48]1>>[C:1]([CH3:2])([CH3:3])([CH3:4])[O:5][C:6](=[O:7])[NH:8][CH:9]([C:10](=[O:12])[N:34]([CH:32]([C:31]([O:30][CH3:29])=[O:43])[CH3:33])[CH2:35][c:36]1[cH:37][cH:38][c:39]([F:42])[cH:40][cH:41]1)[CH3:13].